This data is from the Open Reaction Database (ORD), a public repository of structured organic reaction records. The task is: describe an organic reaction: reactants, conditions, products, and yield The reactants are ClCCl, COc1ccc(C(F)(F)F)cc1N=C=O, CN(C)C=O, Nc1cccc(Cn2ccnc2-c2ccncc2)c1. Yields the product COc1ccc(C(F)(F)F)cc1NC(=O)Nc1cccc(Cn2ccnc2-c2ccncc2)c1. Reaction SMILES: [Cl:35][CH2:36][Cl:37].[N:20](=[C:21]=[O:22])[c:23]1[c:24]([O:33][CH3:34])[cH:25][cH:26][c:27]([C:29]([F:30])([F:31])[F:32])[cH:28]1.[O:38]=[CH:39][N:40]([CH3:41])[CH3:42].[n:1]1[cH:2][cH:3][c:4](-[c:7]2[n:8]([CH2:12][c:13]3[cH:14][c:15]([NH2:19])[cH:16][cH:17][cH:18]3)[cH:9][cH:10][n:11]2)[cH:5][cH:6]1>>[n:1]1[cH:2][cH:3][c:4](-[c:7]2[n:8]([CH2:12][c:13]3[cH:14][c:15]([NH:19][C:21]([NH:20][c:23]4[c:24]([O:33][CH3:34])[cH:25][cH:26][c:27]([C:29]([F:30])([F:31])[F:32])[cH:28]4)=[O:22])[cH:16][cH:17][cH:18]3)[cH:9][cH:10][n:11]2)[cH:5][cH:6]1. Reactants: CCCCOCCOc1ccc(-c2ccc3c(c2)C=C(C(=O)Nc2ccc(CSc4nncs4)cc2)CCN3CC(C)C)cc1, ClCCl, [Na+], [Na+], O=C(OO)c1cccc(Cl)c1, O=S([O-])([O-])=S. The product is CCCCOCCOc1ccc(-c2ccc3c(c2)C=C(C(=O)Nc2ccc(CS(=O)c4nncs4)cc2)CCN3CC(C)C)cc1. RXN SMILES: [CH2:1]([CH2:2][CH2:3][CH3:4])[O:5][CH2:6][CH2:7][O:8][c:9]1[cH:10][cH:11][c:12](-[c:15]2[cH:16][cH:17][c:18]3[c:19]([cH:45]2)[CH:20]=[C:21]([C:29](=[O:30])[NH:31][c:32]2[cH:33][cH:34][c:35]([CH2:38][S:39][c:40]4[s:41][cH:42][n:43][n:44]4)[cH:36][cH:37]2)[CH2:22][CH2:23][N:24]3[CH2:25][CH:26]([CH3:27])[CH3:28])[cH:13][cH:14]1.[Cl:64][CH2:65][Cl:66].[Na+:62].[Na+:63].[OH:46][O:47][C:48]([c:49]1[cH:50][c:51]([Cl:52])[cH:53][cH:54][cH:55]1)=[O:56].[S:57]([O-:58])([O-:59])(=[O:60])=[S:61]>>[CH2:1]([CH2:2][CH2:3][CH3:4])[O:5][CH2:6][CH2:7][O:8][c:9]1[cH:10][cH:11][c:12](-[c:15]2[cH:16][cH:17][c:18]3[c:19]([cH:45]2)[CH:20]=[C:21]([C:29](=[O:30])[NH:31][c:32]2[cH:33][cH:34][c:35]([CH2:38][S:39]([c:40]4[s:41][cH:42][n:43][n:44]4)=[O:46])[cH:36][cH:37]2)[CH2:22][CH2:23][N:24]3[CH2:25][CH:26]([CH3:27])[CH3:28])[cH:13][cH:14]1. As a reaction SMILES: CS([C:4]1[N:9]=[CH:8][C:7]2=[CH:10][CH:11]=[C:12]([C:13]3[CH:14]=[N:15][CH:16]=[CH:17][CH:18]=3)[N:6]2[N:5]=1)=O.[CH3:19][N:20]1[CH2:25][CH2:24][N:23]([CH2:26][CH2:27][CH2:28][O:29][C:30]2[CH:35]=[CH:34][C:33]([NH2:36])=[CH:32][CH:31]=2)[CH2:22][CH2:21]1.COCC(O)C.C(N(CC)C(C)C)(C)C>>[CH3:19][N:20]1[CH2:21][CH2:22][N:23]([CH2:26][CH2:27][CH2:28][O:29][C:30]2[CH:31]=[CH:32][C:33]([NH:36][C:4]3[N:9]=[CH:8][C:7]4=[CH:10][CH:11]=[C:12]([C:13]5[CH:14]=[N:15][CH:16]=[CH:17][CH:18]=5)[N:6]4[N:5]=3)=[CH:34][CH:35]=2)[CH2:24][CH2:25]1. Reported procedure: Into a Microwave vial, 2-Methanesulfinyl-7-pyridin-3-yl-pyrrolo[2,1-f][1,2,4]triazine (0.104 g, 0.000404 mol), 4-[3-(4-Methyl-piperazin-1-yl)-propoxy]-phenylamine (0.221 g, 0.000888 mol), 1-Methoxy-2-propanol (0.971 mL, 0.00993 mol) and N,N-Diisopropylethylamine (0.155 mL, 0.000888 mol) were added. The reaction was microwaved on 300 watts, 170° C. for 50 minutes. The solvent was removed under vacuum. The desired product was isolated via ISCO column chromatography with DCM and methanol as eluant ... The product is CN1CCN(CC1)CCCOC1=CC=C(C=C1)NC1=NN2C(C=N1)=CC=C2C=2C=NC=CC2 ({4-[3-(4-Methyl-piperazin-1-yl)-propoxy]-phenyl}-(7-pyridin-3-yl-pyrrolo[2,1-f][1,2,4]triazin-2-yl)-amine). Starting materials: CS(=O)C1=NN2C(C=N1)=CC=C2C=2C=NC=CC2 (2-Methanesulfinyl-7-pyridin-3-yl-pyrrolo[2,1-f][1,2,4]triazine), CN1CCN(CC1)CCCOC1=CC=C(C=C1)N (4-[3-(4-Methyl-piperazin-1-yl)-propoxy]-phenylamine), COCC(C)O (1-Methoxy-2-propanol), C(C)(C)N(C(C)C)CC (N,N-Diisopropylethylamine).